From a dataset of the Open Reaction Database (ORD), a public repository of structured organic reaction records. describe an organic reaction: reactants, conditions, products, and yield The reactants are [Br-], C1CCOC1, CC(=O)c1cccc(-c2cccc(-c3cc(C(C)(C)S(C)(=O)=O)cc4cccnc34)c2)c1, [Na+], O=C([O-])O, [Mg+]c1ccccc1. Product: CC(O)(c1ccccc1)c1cccc(-c2cccc(-c3cc(C(C)(C)S(C)(=O)=O)cc4cccnc34)c2)c1. Reaction SMILES: [Br-:33].[CH2:41]1[O:42][CH2:43][CH2:44][CH2:45]1.[CH3:1][S:2](=[O:3])(=[O:4])[C:5]([CH3:6])([CH3:7])[c:8]1[cH:9][c:10]2[cH:11][cH:12][cH:13][n:14][c:15]2[c:16](-[c:18]2[cH:19][c:20](-[c:24]3[cH:25][c:26]([C:30]([CH3:31])=[O:32])[cH:27][cH:28][cH:29]3)[cH:21][cH:22][cH:23]2)[cH:17]1.[Na+:50].[O-:46][C:47]([OH:48])=[O:49].[c:34]1([Mg+:40])[cH:35][cH:36][cH:37][cH:38][cH:39]1>>[CH3:1][S:2](=[O:3])(=[O:4])[C:5]([CH3:6])([CH3:7])[c:8]1[cH:9][c:10]2[cH:11][cH:12][cH:13][n:14][c:15]2[c:16](-[c:18]2[cH:19][c:20](-[c:24]3[cH:25][c:26]([C:30]([CH3:31])([OH:32])[c:34]4[cH:35][cH:36][cH:37][cH:38][cH:39]4)[cH:27][cH:28][cH:29]3)[cH:21][cH:22][cH:23]2)[cH:17]1. Starting materials: C1CCOC1, CO, CCN(C(C)C)C(C)C, NCc1ccc(-c2cnc3cc(Cl)ccn23)cc1, ClCCl, O=C=Nc1cccc(C(F)(F)F)c1, N. The product is O=C(NCc1ccc(-c2cnc3cc(Cl)ccn23)cc1)Nc1cccc(C(F)(F)F)c1. As a reaction SMILES: [CH2:47]1[O:48][CH2:49][CH2:50][CH2:51]1.[CH3:42][OH:43].[CH:19]([N:20]([CH:21]([CH3:22])[CH3:23])[CH2:24][CH3:25])([CH3:26])[CH3:27].[Cl:1][c:2]1[cH:3][c:4]2[n:5]([cH:6][cH:7]1)[c:8](-[c:11]1[cH:12][cH:13][c:14]([CH2:15][NH2:16])[cH:17][cH:18]1)[cH:9][n:10]2.[Cl:44][CH2:45][Cl:46].[F:28][C:29]([c:30]1[cH:31][c:32]([N:36]=[C:37]=[O:38])[cH:33][cH:34][cH:35]1)([F:39])[F:40].[NH3:41]>>[Cl:1][c:2]1[cH:3][c:4]2[n:5]([cH:6][cH:7]1)[c:8](-[c:11]1[cH:12][cH:13][c:14]([CH2:15][NH:16][C:37]([NH:36][c:32]3[cH:31][c:30]([C:29]([F:28])([F:39])[F:40])[cH:35][cH:34][cH:33]3)=[O:38])[cH:17][cH:18]1)[cH:9][n:10]2. The reactants are ClCCl, COCOc1c2c(c(OC)c3cccnc13)C(=O)N(Cc1ccc(F)cc1)C2=O, O=C(O)C(F)(F)F. Product: COc1c2c(c(O)c3ncccc13)C(=O)N(Cc1ccc(F)cc1)C2=O. RXN SMILES: [Cl:37][CH2:38][Cl:39].[F:1][c:2]1[cH:3][cH:4][c:5]([CH2:6][N:7]2[C:8](=[O:27])[c:9]3[c:10]([O:25][CH3:26])[c:11]4[cH:12][cH:13][cH:14][n:15][c:16]4[c:17]([O:21][CH2:22][O:23][CH3:24])[c:18]3[C:19]2=[O:20])[cH:28][cH:29]1.[OH:30][C:31]([C:32]([F:33])([F:34])[F:35])=[O:36]>>[F:1][c:2]1[cH:3][cH:4][c:5]([CH2:6][N:7]2[C:8](=[O:27])[c:9]3[c:10]([O:25][CH3:26])[c:11]4[cH:12][cH:13][cH:14][n:15][c:16]4[c:17]([OH:21])[c:18]3[C:19]2=[O:20])[cH:28][cH:29]1. Starting materials: CC(=O)OCCNC(=O)C(N)Cc1ccc(OC(F)F)cc1, O=C(O)c1ccc(Oc2ccc(C(F)(F)F)cc2)cc1. Product: CC(=O)OCCNC(=O)C(Cc1ccc(OC(F)F)cc1)NC(=O)c1ccc(Oc2ccc(C(F)(F)F)cc2)cc1. RXN SMILES: [C:1]([CH3:2])(=[O:3])[O:4][CH2:5][CH2:6][NH:7][C:8]([CH:9]([CH2:10][c:11]1[cH:12][cH:13][c:14]([O:17][CH:18]([F:19])[F:20])[cH:15][cH:16]1)[NH2:21])=[O:22].[F:23][C:24]([c:25]1[cH:26][cH:27][c:28]([O:29][c:30]2[cH:31][cH:32][c:33]([C:34](=[O:35])[OH:36])[cH:37][cH:38]2)[cH:39][cH:40]1)([F:41])[F:42]>>[C:1]([CH3:2])(=[O:3])[O:4][CH2:5][CH2:6][NH:7][C:8]([CH:9]([CH2:10][c:11]1[cH:12][cH:13][c:14]([O:17][CH:18]([F:19])[F:20])[cH:15][cH:16]1)[NH:21][C:34]([c:33]1[cH:32][cH:31][c:30]([O:29][c:28]2[cH:27][cH:26][c:25]([C:24]([F:23])([F:41])[F:42])[cH:40][cH:39]2)[cH:38][cH:37]1)=[O:35])=[O:22]. Conditions: time 4 hour. Reactants: ClC1=C(C2=C(N=C(S2)S)C=C1)Cl (6,7-dichloro-benzothiazole-2-thiol), S(=O)(Cl)Cl (thionyl chloride). Product: ClC=1SC2=C(N1)C=CC(=C2Cl)Cl (2,6,7-Trichloro-benzothiazole). Run in CN(C=O)C (N,N-dimethylformamide). The yield is 41.9%. As a reaction SMILES: [Cl:1][C:2]1[CH:11]=[CH:10][C:5]2[N:6]=[C:7](S)[S:8][C:4]=2[C:3]=1[Cl:12].S(Cl)([Cl:15])=O>CN(C)C=O>[Cl:15][C:7]1[S:8][C:4]2[C:3]([Cl:12])=[C:2]([Cl:1])[CH:11]=[CH:10][C:5]=2[N:6]=1. Procedure: To a suspension of 300 mg (1.270 mmol) 6,7-dichloro-benzothiazole-2-thiol in 1.4 mL (19.05 mmol) thionyl chloride was added dropwise 32.3 □L N,N-dimethylformamide dry at room temperature. The mixture was stirred at room temperature for 4 h. The solvent was removed in vacuo. The residue was purified with flash column chromatography on silica eluting with a gradient formed from n-heptane and ethyl acetate to provide 127 mg (41.9%) of the title compound as a yellow solid. MS(m/e): 239 (M+H+).